From a dataset of the Open Reaction Database (ORD), a public repository of structured organic reaction records. describe an organic reaction: reactants, conditions, products, and yield Reactants: COC(CCCCCSC1=CC=C(C=C1)Cl)=O (6-(4-chlorophenylsulfanyl)-hexanoic acid methyl ester), I(=O)(=O)(=O)[O-].[Na+] (sodium metaperiodate). Solvent: CO (methanol), O (water), C(C)(=O)OCC (ethyl acetate). Reaction conditions: temperature 60 celsius. Product: COC(CCCCCS(=O)C1=CC=C(C=C1)Cl)=O (6-(4-Chloro-benzenesulfinyl)-hexanoic acid methyl ester), oil. Yield: 76.0%. As a reaction SMILES: [CH3:1][O:2][C:3](=[O:17])[CH2:4][CH2:5][CH2:6][CH2:7][CH2:8][S:9][C:10]1[CH:15]=[CH:14][C:13]([Cl:16])=[CH:12][CH:11]=1.I([O-])(=O)(=O)=[O:19].[Na+]>CO.O.C(OCC)(=O)C>[CH3:1][O:2][C:3](=[O:17])[CH2:4][CH2:5][CH2:6][CH2:7][CH2:8][S:9]([C:10]1[CH:15]=[CH:14][C:13]([Cl:16])=[CH:12][CH:11]=1)=[O:19] |f:1.2|. Procedure: To a solution of 6-(4-chlorophenylsulfanyl)-hexanoic acid methyl ester (2.5 g, 9.2 mmol) in methanol (100 mL) was added dropwise at 0° C. a solution of sodium metaperiodate (2.6 g, 12 mmol) in distilled water (30 mL). The mixture was heated at 60° C. for 1 hour. The solution was concentrated under reduced pressure to give an oil that was dissolved in ethyl acetate (100 mL). The organic layer was washed with saturated aqueous sodium hydrogen carbonate (50 mL), distilled water (50 mL), then with b... Starting materials: [Li]CCCC, CCCC[Sn](Cl)(CCCC)CCCC, C1CCOC1, Cc1csc2cncn12, CCCCCC, [Cl-], [NH4+]. The product is CCCC[Sn](CCCC)(CCCC)c1sc2cncn2c1C. RXN SMILES: [CH2:10]([Li:11])[CH2:12][CH2:13][CH3:14].[CH2:15]([CH2:16][CH2:17][CH3:18])[Sn:19]([CH2:20][CH2:21][CH2:22][CH3:23])([CH2:24][CH2:25][CH2:26][CH3:27])[Cl:28].[CH2:29]1[O:30][CH2:31][CH2:32][CH2:33]1.[CH3:1][c:2]1[n:3]2[c:4]([s:5][cH:6]1)[cH:7][n:8][cH:9]2.[CH3:34][CH2:35][CH2:36][CH2:37][CH2:38][CH3:39].[Cl-:40].[NH4+:41]>>[CH3:1][c:2]1[n:3]2[c:4]([s:5][c:6]1[Sn:19]([CH2:15][CH2:16][CH2:17][CH3:18])([CH2:20][CH2:21][CH2:22][CH3:23])[CH2:24][CH2:25][CH2:26][CH3:27])[cH:7][n:8][cH:9]2. Starting materials: BrC1=NC=C(C=C1)Br (2,5-dibromopyridine), [OH-].[K+] (KOH), OCCN1CCCC1 (1-(2-hydroxyethyl)pyrrolidine), C1COCCOCCOCCOCCOCCO1 (18-crown-6). The solvent is C1(=CC=CC=C1)C (toluene), CCOC(=O)C (EtOAc), O (water). Product: BrC=1C=CC(=NC1)OCCN1CCCC1 (5-Bromo-2-(2-pyrrolidin-1-ylethoxy)pyridine). As a reaction SMILES: Br[C:2]1[CH:7]=[CH:6][C:5]([Br:8])=[CH:4][N:3]=1.[OH-].[K+].[OH:11][CH2:12][CH2:13][N:14]1[CH2:18][CH2:17][CH2:16][CH2:15]1.C1OCCOCCOCCOCCOCCOC1>C1(C)C=CC=CC=1.CCOC(C)=O.O>[Br:8][C:5]1[CH:6]=[CH:7][C:2]([O:11][CH2:12][CH2:13][N:14]2[CH2:18][CH2:17][CH2:16][CH2:15]2)=[N:3][CH:4]=1 |f:1.2|. Procedure details: A solution of 2,5-dibromopyridine (15.0 g, 63.3 mmol), powdered KOH (6.39 g, 114 mmol), 1-(2-hydroxyethyl)pyrrolidine (14.58 g, 126.6 mmol), and 18-crown-6 (300 mg, 1.14 mmol) in dry toluene (100 mL) was heated to 70° C. for 1 h. The solution was cooled to room temperature and water and EtOAc were added. The organic layer was washed with water and brine. The solution was dried (MgSO4), filtered, and concentrated in vacuo. Short path distillation (153° C. @0.1 mmHg) provided the title compound as... Reactants: CCOC(=O)c1c[nH]nc1NN=C1C(C)=NN=C1N, CCO, Cl, [Na+], [OH-]. Yields the product CC1=NN=C(N)C1=NNc1n[nH]cc1C(=O)O. As a reaction SMILES: [CH2:1]([CH3:2])[O:3][C:4](=[O:5])[c:6]1[c:7]([NH:11][N:12]=[C:13]2[C:14]([NH2:19])=[N:15][N:16]=[C:17]2[CH3:18])[n:8][nH:9][cH:10]1.[CH3:23][CH2:24][OH:25].[ClH:22].[Na+:21].[OH-:20]>>[O:3]=[C:4]([OH:5])[c:6]1[c:7]([NH:11][N:12]=[C:13]2[C:14]([NH2:19])=[N:15][N:16]=[C:17]2[CH3:18])[n:8][nH:9][cH:10]1. The reactants are Cl, O=C1CN2CCCC1C2, N#C[Na], O. Yields the product N#CC1(O)CN2CCCC1C2. RXN SMILES: [ClH:10].[N:1]12[CH2:2][CH2:3][CH2:4][CH:5]([C:6](=[O:8])[CH2:7]1)[CH2:9]2.[Na:11][C:12]#[N:13].[OH2:14]>>[N:1]12[CH2:2][CH2:3][CH2:4][CH:5]([C:6]([OH:8])([C:12]#[N:13])[CH2:7]1)[CH2:9]2. Starting materials: COc1ccc(C(=O)Nc2cccc(OOC(=O)c3ccc(OC)cc3)c2NC(=O)c2ccc(OC)cc2)cc1, CO, [Na+], [OH-]. The product is COc1ccc(C(=O)Nc2cccc(O)c2NC(=O)c2ccc(OC)cc2)cc1. As a reaction SMILES: [CH3:1][O:2][c:3]1[cH:4][cH:5][c:6]([C:7]([O:8][O:10][c:11]2[c:12]([NH:28][C:29]([c:30]3[cH:31][cH:32][c:33]([O:36][CH3:37])[cH:34][cH:35]3)=[O:38])[c:13]([NH:17][C:18]([c:19]3[cH:20][cH:21][c:22]([O:25][CH3:26])[cH:23][cH:24]3)=[O:27])[cH:14][cH:15][cH:16]2)=[O:9])[cH:39][cH:40]1.[CH3:43][OH:44].[Na+:42].[OH-:41]>>[OH:10][c:11]1[c:12]([NH:28][C:29]([c:30]2[cH:31][cH:32][c:33]([O:36][CH3:37])[cH:34][cH:35]2)=[O:38])[c:13]([NH:17][C:18]([c:19]2[cH:20][cH:21][c:22]([O:25][CH3:26])[cH:23][cH:24]2)=[O:27])[cH:14][cH:15][cH:16]1.